This data is from the Open Reaction Database (ORD), a public repository of structured organic reaction records. The task is: describe an organic reaction: reactants, conditions, products, and yield Starting materials: C(C(=O)Cl)(=O)Cl (oxalyl chloride), ClC1=C(C(=O)O)C=CC=C1C(C)(C)C#N (2-Chloro-3-(1-cyano-1-methylethyl)benzoic acid), C(O)([O-])=O.[Na+] (sodium hydrogen carbonate), NC=1C(=CC(=C(OC2=CC=C3C(=N2)SC(=N3)NC(=O)C3CC3)C1)Cl)F (N-[5-(5-Amino-2-chloro-4-fluorophenoxy)[1,3]thiazolo[5,4-b]pyridin-2-yl]cyclopropanecarboxamide). The solvent is O1CCCC1 (tetrahydrofuran), CN(C=O)C (N,N-dimethylformamide). Reaction conditions: time 45 minute. Yields the product ClC1=C(C(=O)NC2=C(C=C(C(=C2)OC2=CC=C3C(=N2)SC(=N3)NC(=O)C3CC3)Cl)F)C=CC=C1C(C)(C)C#N (2-chloro-N-[4-chloro-5-({2-[(cyclopropylcarbonyl)amino][1,3]thiazolo[5,4-b]pyridin-5-yl}oxy)-2-fluorophenyl]-3-(1-cyano-1-methylethyl)benzamide). Yield: 51.4%. RXN SMILES: [Cl:1][C:2]1[C:10]([C:11]([C:14]#[N:15])([CH3:13])[CH3:12])=[CH:9][CH:8]=[CH:7][C:3]=1[C:4]([OH:6])=O.C(Cl)(=O)C(Cl)=O.[NH2:22][C:23]1[C:24]([F:46])=[CH:25][C:26]([Cl:45])=[C:27]([CH:44]=1)[O:28][C:29]1[N:34]=[C:33]2[S:35][C:36]([NH:38][C:39]([CH:41]3[CH2:43][CH2:42]3)=[O:40])=[N:37][C:32]2=[CH:31][CH:30]=1.C(=O)([O-])O.[Na+]>O1CCCC1.CN(C)C=O>[Cl:1][C:2]1[C:10]([C:11]([C:14]#[N:15])([CH3:13])[CH3:12])=[CH:9][CH:8]=[CH:7][C:3]=1[C:4]([NH:22][C:23]1[CH:44]=[C:27]([O:28][C:29]2[N:34]=[C:33]3[S:35][C:36]([NH:38][C:39]([CH:41]4[CH2:42][CH2:43]4)=[O:40])=[N:37][C:32]3=[CH:31][CH:30]=2)[C:26]([Cl:45])=[CH:25][C:24]=1[F:46])=[O:6] |f:3.4|. Procedure: 2-Chloro-3-(1-cyano-1-methylethyl)benzoic acid (71.6 mg, 0.320 mmol) produced in Example C61(v) was dissolved in tetrahydrofuran (2 mL)/N,N-dimethylformamide (40 μL), oxalyl chloride (36 μL, 0.420 mmol) was added, and the mixture was stirred at room temperature for 45 min. The reaction mixture was concentrated under reduced pressure, and the residue was dissolved in N,N-dimethylacetamide (2 mL). N-[5-(5-Amino-2-chloro-4-fluorophenoxy)[1,3]thiazolo[5,4-b]pyridin-2-yl]cyclopropanecarboxamide (79.8...